This data is from the Open Reaction Database (ORD), a public repository of structured organic reaction records. The task is: describe an organic reaction: reactants, conditions, products, and yield The reactants are C(CCCCCNCC(CCCCCCCCC)O)NCC(CCCCCCCCC)O (1,6-hexylene-bis[2-hydroxyundecylamine]), C(CO)(=O)O (glycolic acid), CO (methanol). The product is C(COCC(=O)O)(=O)O.C(CCCCCNCC(CCCCCCCCC)O)NCC(CCCCCCCCC)O (N,N'-(1,6-hexylene)-bis[2-hydroxyundecylamine] diglycolate). As a reaction SMILES: [CH2:1]([NH:20][CH2:21][CH:22]([OH:32])[CH2:23][CH2:24][CH2:25][CH2:26][CH2:27][CH2:28][CH2:29][CH2:30][CH3:31])[CH2:2][CH2:3][CH2:4][CH2:5][CH2:6][NH:7][CH2:8][CH:9]([OH:19])[CH2:10][CH2:11][CH2:12][CH2:13][CH2:14][CH2:15][CH2:16][CH2:17][CH3:18].[C:33]([OH:37])(=[O:36])[CH2:34][OH:35].C[OH:39]>>[C:33]([OH:37])(=[O:36])[CH2:34][O:35][CH2:23][C:22]([OH:32])=[O:39].[CH2:1]([NH:20][CH2:21][CH:22]([OH:32])[CH2:23][CH2:24][CH2:25][CH2:26][CH2:27][CH2:28][CH2:29][CH2:30][CH3:31])[CH2:2][CH2:3][CH2:4][CH2:5][CH2:6][NH:7][CH2:8][CH:9]([OH:19])[CH2:10][CH2:11][CH2:12][CH2:13][CH2:14][CH2:15][CH2:16][CH2:17][CH3:18] |f:3.4|. Procedure: A solution of N,N'-(1,6-hexylene-bis[2-hydroxyundecylamine] (5 g.), glycolic acid (1.66 g.) and methanol was heated until the solids dissolved, then evaporated to dryness. Recrystallization of the solid from acetone afforded N,N'-(1,6-hexylene)-bis[2-hydroxyundecylamine] diglycolate (4.6 g., m.p. 88.2°-94.6° C.). Starting materials: O=C1CCC(=O)N1Br, c1ccc(COCC2OC(c3ccccc3)OC2COCc2ccccc2)cc1, ClC(Cl)(Cl)Cl. Yields the product O=C(OC(COCc1ccccc1)C(Br)COCc1ccccc1)c1ccccc1. As a reaction SMILES: [Br:1][N:2]1[C:3](=[O:4])[CH2:5][CH2:6][C:7]1=[O:8].[CH2:9]([c:10]1[cH:11][cH:12][cH:13][cH:14][cH:15]1)[O:16][CH2:17][CH:18]1[O:19][CH:20]([c:32]2[cH:33][cH:34][cH:35][cH:36][cH:37]2)[O:21][CH:22]1[CH2:23][O:24][CH2:25][c:26]1[cH:27][cH:28][cH:29][cH:30][cH:31]1.[Cl:38][C:39]([Cl:40])([Cl:41])[Cl:42]>>[Br:1][CH:22]([CH:18]([CH2:17][O:16][CH2:9][c:10]1[cH:11][cH:12][cH:13][cH:14][cH:15]1)[O:19][C:20](=[O:21])[c:32]1[cH:33][cH:34][cH:35][cH:36][cH:37]1)[CH2:23][O:24][CH2:25][c:26]1[cH:27][cH:28][cH:29][cH:30][cH:31]1. Starting materials: CCCCc1ccc(C#Cc2ccc(CN(Cc3ccc(OCC(=O)OC)cc3)S(=O)(=O)CC)cc2)cc1, CCO, Cl, [Na+], [OH-]. Yields the product CCCCc1ccc(C#Cc2ccc(CN(Cc3ccc(OCC(=O)O)cc3)S(=O)(=O)CC)cc2)cc1. RXN SMILES: [CH2:1]([CH2:2][CH2:3][CH3:4])[c:5]1[cH:6][cH:7][c:8]([C:11]#[C:12][c:13]2[cH:14][cH:15][c:16]([CH2:17][N:18]([S:19](=[O:20])(=[O:21])[CH2:22][CH3:23])[CH2:24][c:25]3[cH:26][cH:27][c:28]([O:29][CH2:30][C:31](=[O:32])[O:33][CH3:34])[cH:35][cH:36]3)[cH:37][cH:38]2)[cH:9][cH:10]1.[CH3:42][CH2:43][OH:44].[ClH:41].[Na+:40].[OH-:39]>>[CH2:1]([CH2:2][CH2:3][CH3:4])[c:5]1[cH:6][cH:7][c:8]([C:11]#[C:12][c:13]2[cH:14][cH:15][c:16]([CH2:17][N:18]([S:19](=[O:20])(=[O:21])[CH2:22][CH3:23])[CH2:24][c:25]3[cH:26][cH:27][c:28]([O:29][CH2:30][C:31](=[O:32])[OH:33])[cH:35][cH:36]3)[cH:37][cH:38]2)[cH:9][cH:10]1. Reactants: CC(C)Cc1ccc(C(c2ccc(CC(C)C)cc2)N(Cc2ccccc2)c2cccc(C(=O)c3cn(CCCC(=O)OCc4ccccc4)c4ccccc34)c2)cc1, C1COCCO1, CO. Yields the product CC(C)Cc1ccc(C(c2ccc(CC(C)C)cc2)N(Cc2ccccc2)c2cccc(C(=O)c3cn(CCCC(=O)O)c4ccccc34)c2)cc1. RXN SMILES: [CH2:1]([c:2]1[cH:3][cH:4][cH:5][cH:6][cH:7]1)[N:8]([CH:9]([c:10]1[cH:11][cH:12][c:13]([CH2:16][CH:17]([CH3:18])[CH3:19])[cH:14][cH:15]1)[c:20]1[cH:21][cH:22][c:23]([CH2:26][CH:27]([CH3:28])[CH3:29])[cH:24][cH:25]1)[c:30]1[cH:31][c:32]([C:33](=[O:34])[c:35]2[cH:36][n:37]([CH2:44][CH2:45][CH2:46][C:47](=[O:48])[O:49][CH2:50][c:51]3[cH:52][cH:53][cH:54][cH:55][cH:56]3)[c:38]3[cH:39][cH:40][cH:41][cH:42][c:43]23)[cH:57][cH:58][cH:59]1.[CH2:62]1[O:63][CH2:64][CH2:65][O:66][CH2:67]1.[CH3:60][OH:61]>>[CH2:1]([c:2]1[cH:3][cH:4][cH:5][cH:6][cH:7]1)[N:8]([CH:9]([c:10]1[cH:11][cH:12][c:13]([CH2:16][CH:17]([CH3:18])[CH3:19])[cH:14][cH:15]1)[c:20]1[cH:21][cH:22][c:23]([CH2:26][CH:27]([CH3:28])[CH3:29])[cH:24][cH:25]1)[c:30]1[cH:31][c:32]([C:33](=[O:34])[c:35]2[cH:36][n:37]([CH2:44][CH2:45][CH2:46][C:47](=[O:48])[OH:49])[c:38]3[cH:39][cH:40][cH:41][cH:42][c:43]23)[cH:57][cH:58][cH:59]1. The reactants are N1(CCCCC1)CC1=CC=C(C=C1)NC(=O)C=1COC2=C(C1)C=C(C=C2)C2=CC=C(C=C2)C (N-[4-(1-piperidinylmethyl)phenyl]-6-(4-methylphenyl)-2 H-1-benzopyran-3-carboxamide), CI (methyl iodide), C(C)(=O)OCC (ethyl acetate). Run in CN(C)C=O (DMF). Conditions: time 20 hour. Yields the product [I-].CC1=CC=C(C=C1)C=1C=CC2=C(C=C(CO2)C(=O)NC2=CC=C(C[N+]3(CCCCC3)C)C=C2)C1 (1-[4-[N-[6-(4-methylphenyl)2 H-1-benzopyran-3-carbonyl]-amino]benzyl]-1-methyl-piperidinium iodide). As a reaction SMILES: [N:1]1([CH2:7][C:8]2[CH:13]=[CH:12][C:11]([NH:14][C:15]([C:17]3[CH2:18][O:19][C:20]4[CH:26]=[CH:25][C:24]([C:27]5[CH:32]=[CH:31][C:30]([CH3:33])=[CH:29][CH:28]=5)=[CH:23][C:21]=4[CH:22]=3)=[O:16])=[CH:10][CH:9]=2)[CH2:6][CH2:5][CH2:4][CH2:3][CH2:2]1.C[I:35].[C:36](OCC)(=O)C>CN(C=O)C>[I-:35].[CH3:33][C:30]1[CH:29]=[CH:28][C:27]([C:24]2[CH:25]=[CH:26][C:20]3[O:19][CH2:18][C:17]([C:15]([NH:14][C:11]4[CH:12]=[CH:13][C:8]([CH2:7][N+:1]5([CH3:36])[CH2:2][CH2:3][CH2:4][CH2:5][CH2:6]5)=[CH:9][CH:10]=4)=[O:16])=[CH:22][C:21]=3[CH:23]=2)=[CH:32][CH:31]=1 |f:4.5|. Procedure details: To a solution of N-[4-(1-piperidinylmethyl)phenyl]-6-(4-methylphenyl)-2 H-1-benzopyran-3-carboxamide (200 mg) in DMF (3 ml) was added methyl iodide (0.1 ml) at room temperature, and the mixture was stirred for 20 hours. To the mixture was added ethyl acetate. Precipitated crystal was collected by filtration and recrystallized from chloroform-ethanol to give 1-[4-[N-[6-(4-methylphenyl)2 H-1-benzopyran-3-carbonyl]-amino]benzyl]-1-methyl-piperidinium iodide (Compound 198) (188 mg) as yellow crystal...